From a dataset of the Open Reaction Database (ORD), a public repository of structured organic reaction records. describe an organic reaction: reactants, conditions, products, and yield Starting materials: C(=O)([O-])[O-].[K+].[K+] (K2CO3), O (H2O), N1C(=NC2=C1C=CC=C2)NC2CCN(CC2)C(=O)OCC (ethyl 4-(1H-benzimidazol-2-yl-amino)-1-piperidinecarboxylate), BrCC(=O)C1=CC=C(C=C1)Cl (2-bromo-1-(4-chlorophenyl)ethanone). The solvent is C(C)#N (acetonitrile). The product is ClC1=CC=C(C=C1)C(CN1C(=NC2=C1C=CC=C2)NC2CCN(CC2)C(=O)OCC)=O (ethyl 4-[[1-[2-(4-chlorophenyl)-2-oxoethyl]-1H-benzimidazol-2-yl]amino]-1-piperidinecarboxylate). Isolated yield 13.1%. RXN SMILES: C([O-])([O-])=O.[K+].[K+].[NH:7]1[C:11]2[CH:12]=[CH:13][CH:14]=[CH:15][C:10]=2[N:9]=[C:8]1[NH:16][CH:17]1[CH2:22][CH2:21][N:20]([C:23]([O:25][CH2:26][CH3:27])=[O:24])[CH2:19][CH2:18]1.Br[CH2:29][C:30]([C:32]1[CH:37]=[CH:36][C:35]([Cl:38])=[CH:34][CH:33]=1)=[O:31].O>C(#N)C>[Cl:38][C:35]1[CH:36]=[CH:37][C:32]([C:30](=[O:31])[CH2:29][N:7]2[C:11]3[CH:12]=[CH:13][CH:14]=[CH:15][C:10]=3[N:9]=[C:8]2[NH:16][CH:17]2[CH2:22][CH2:21][N:20]([C:23]([O:25][CH2:26][CH3:27])=[O:24])[CH2:19][CH2:18]2)=[CH:33][CH:34]=1 |f:0.1.2|. Procedure details: K2CO3 (0.129 mol) was suspended in a solution of ethyl 4-(1H-benzimidazol-2-yl-amino)-1-piperidinecarboxylate (0.0347 mol) and 2-bromo-1-(4-chlorophenyl)ethanone (0.0647 mol) in acetonitrile (150 ml). The mixture was stirred and refluxed for 8 hours, then cooled, poured out into H2O and extracted with CH2Cl2. The organic layer was separated, dried, filtered and the solvent was evaporated. The residue was purified by column chromatography over silica gel (eluent: CH2Cl2/CH3OH/NH4OH 97.5/2.5/0.1).... The reactants are BrC(CCO[Si](C)(C)C(C)(C)C)=C ((3-bromobut-3-enyloxy)(tert-butyl)dimethylsilane), C(C)(C)(C)[Li] (tert-butyllithium), [Li] (lithium), FC1=C(C=O)C=C(C=C1)[N+](=O)[O-] (2-fluoro-5-nitrobenzaldehyde). Solvent: C1CCOC1 (THF), C1CCOC1 (THF). Reaction conditions: temperature -78 celsius, time 10 minute. The product is [Si](C)(C)(C(C)(C)C)OCCC(C(O)C1=C(C=CC(=C1)[N+](=O)[O-])F)=C (4-(tert-butyldimethylsilyloxy)-1-(2-fluoro-5-nitrophenyl)-2-methylenebutan-1-ol). As a reaction SMILES: Br[C:2](=[CH2:13])[CH2:3][CH2:4][O:5][Si:6]([C:9]([CH3:12])([CH3:11])[CH3:10])([CH3:8])[CH3:7].C([Li])(C)(C)C.[Li].[F:20][C:21]1[CH:28]=[CH:27][C:26]([N+:29]([O-:31])=[O:30])=[CH:25][C:22]=1[CH:23]=[O:24]>C1COCC1>[Si:6]([O:5][CH2:4][CH2:3][C:2](=[CH2:13])[CH:23]([C:22]1[CH:25]=[C:26]([N+:29]([O-:31])=[O:30])[CH:27]=[CH:28][C:21]=1[F:20])[OH:24])([C:9]([CH3:12])([CH3:11])[CH3:10])([CH3:8])[CH3:7] |^1:18|. Procedure: To a solution of (3-bromobut-3-enyloxy)(tert-butyl)dimethylsilane from step A (3.14 g, 11.83 mmol) in THF (10 mL) at −78° C. was added tert-butyllithium (13.91 mL, 23.65 mmol, 1.70 M solution in hexanes) dropwise over a period of 5 min, and the reaction mixture was stirred at −78° C. for 10 min. The resulting lithium reagent was added dropwise to a solution of 2-fluoro-5-nitrobenzaldehyde (2 g, 11.83 mmol) in THF (10 mL) at −78° C., the reaction mixture was stirred at −78° C. for 20 min. The rea... The reactants are CN(C)c1ccncc1, Cc1ccccc1, O=P([O-])([O-])[O-], CCC(=O)CC(=O)OC, OCC=Cc1ccccc1. Yields the product CCC(=O)CC(=O)OCC=Cc1ccccc1. As a reaction SMILES: [CH3:25][N:26]([CH3:27])[c:28]1[cH:29][cH:30][n:31][cH:32][cH:33]1.[CH3:34][c:35]1[cH:36][cH:37][cH:38][cH:39][cH:40]1.[O-:20][P:21](=[O:22])([O-:23])[O-:24].[O:1]=[C:2]([CH2:3][C:4](=[O:5])[O:6][CH3:7])[CH2:8][CH3:9].[OH:10][CH2:11][CH:12]=[CH:13][c:14]1[cH:15][cH:16][cH:17][cH:18][cH:19]1>>[O:1]=[C:2]([CH2:3][C:4](=[O:5])[O:6][CH2:7][CH:12]=[CH:13][c:14]1[cH:15][cH:16][cH:17][cH:18][cH:19]1)[CH2:8][CH3:9]. Reactants: COc1c(C)cnc(COC(C)=O)c1C, CCO, [Na+], [OH-]. The product is COc1c(C)cnc(CO)c1C. As a reaction SMILES: [C:1](=[O:2])([CH3:3])[O:4][CH2:5][c:6]1[n:7][cH:8][c:9]([CH3:15])[c:10]([O:13][CH3:14])[c:11]1[CH3:12].[CH3:18][CH2:19][OH:20].[Na+:17].[OH-:16]>>[OH:4][CH2:5][c:6]1[n:7][cH:8][c:9]([CH3:15])[c:10]([O:13][CH3:14])[c:11]1[CH3:12].